From a dataset of the Open Reaction Database (ORD), a public repository of structured organic reaction records. describe an organic reaction: reactants, conditions, products, and yield Reactants: CC1C(NCCC1)C1=C(C=CC=C1)C (3-methyl-2-o-tolyl-piperidine), CC1C(NCCC1)C1C(CCCC1)C (3-methyl-2-(2-methyl-cyclohexyl)-piperidine), ClCC(=O)N(C1CC2=CC=CC=C2C1)CC1=C(C=CC=C1)F (2-chloro-N-(2-fluoro-benzyl)-N-indan-2-yl-acetamide), C([O-])([O-])=O.[K+].[K+] (potassium carbonate). Run in C(C)#N (acetonitrile), O (water). The product is FC1=C(C=CC=C1)CC(C(CN1C(C(CCC1)C)C1=C(C=CC=C1)C)=O)C1CC2=CC=CC=C2C1 (4-(2-Fluoro-phenyl)-3-indan-2-yl-1-(3-methyl-2-o-tolyl-piperidin-1-yl)-butan-2-one). As a reaction SMILES: [CH3:1][CH:2]1[CH2:7][CH2:6][CH2:5][NH:4][CH:3]1[C:8]1[CH:13]=[CH:12][CH:11]=[CH:10][C:9]=1[CH3:14].C[CH:16]1[CH2:21][CH2:20][CH2:19]N[CH:17]1[CH:22]1[CH2:27][CH2:26][CH2:25][CH2:24][CH:23]1[CH3:28].ClCC(N([CH2:43][C:44]1[CH:49]=[CH:48][CH:47]=[CH:46][C:45]=1[F:50])C1CC2C(=CC=CC=2)C1)=O.C(=O)([O-])[O-:52].[K+].[K+]>C(#N)C.O>[F:50][C:45]1[CH:46]=[CH:47][CH:48]=[CH:49][C:44]=1[CH2:43][CH:21]([CH:16]1[CH2:17][C:22]2[C:23](=[CH:24][CH:25]=[CH:26][CH:27]=2)[CH2:28]1)[C:20](=[O:52])[CH2:19][N:4]1[CH2:5][CH2:6][CH2:7][CH:2]([CH3:1])[CH:3]1[C:8]1[CH:13]=[CH:12][CH:11]=[CH:10][C:9]=1[CH3:14] |f:3.4.5|. Reported procedure: A mixture of 3-methyl-2-o-tolyl-piperidine and 3-methyl-2-(2-methyl-cyclohexyl)-piperidine (330 mg), 2-chloro-N-(2-fluoro-benzyl)-N-indan-2-yl-acetamide (600 mg), and potassium carbonate (520 mg) in acetonitrile (10 ml) is heated at reflux for 16 hours. The reaction mixture is cooled, treated with water, and extracted with ethyl acetate. The combined extracts are washed with brine, dried over sodium sulfate, and concentrated in vacuo. The residue is purified by flash chromatography over silica g... Starting materials: C(C)(C)(C)OC(=O)N1CCC(CC1)C=1C2C(C(=O)NC2=O)(C=CC1)CCC (3-(1-tert-butoxycarbonyl-4-piperidyl)-1-propylphthalimide), O.NN (hydrazine monohydrate). Run in C(C)O (ethanol). Product: C(C)(C)(C)OC(=O)N1CCC(CC1)CCCN (3-(1-tert-butoxycarbonyl-4-piperidyl)-1-propylamine). RXN SMILES: [C:1]([O:5][C:6]([N:8]1[CH2:13][CH2:12][CH:11]([C:14]2[CH:15]3[C:20](=O)[NH:19]C(=O)C3(CCC)C=CC=2)[CH2:10][CH2:9]1)=[O:7])([CH3:4])([CH3:3])[CH3:2].O.NN>C(O)C>[C:1]([O:5][C:6]([N:8]1[CH2:13][CH2:12][CH:11]([CH2:14][CH2:15][CH2:20][NH2:19])[CH2:10][CH2:9]1)=[O:7])([CH3:4])([CH3:3])[CH3:2] |f:1.2|. Procedure details: To a solution of 20.24 g (54.34 mM) of 3-(1-tert-butoxycarbonyl-4-piperidyl)-1-propylphthalimide in 350 ml of ethanol was added 7.9 ml (163 mM) of hydrazine monohydrate and the mixture was refluxed for one hour. After cooling to room temperature, the resulting precipitate (phthalide) was filtered off and washed with a small amount of ethanol. The filtrate and washes were pooled and the solvent was distilled off under reduced pressure. The residue was extracted with chloroform and the organic lay... The reactants are ClC1=CC=C(C=C1)C(CC(C(C(C)(C)C)=O)(O)N1N=CN=C1)=O (1-(p-chlorophenyl)-5,5-dimethyl-3-(1,2,4-triazol-1-yl)hexan-1,4-dion-3-ol), C1(=CC=C(C=C1)S(=O)(=O)Cl)C (p-toluene sulphonyl chloride). Solvent: N1=CC=CC=C1 (pyridine). Conditions: time 8 day. The product is N1(N=CN=C1)C(=CC(=O)C1=CC=C(C=C1)Cl)C(C(C)(C)C)=O (3-(1,2,4-Triazol-1-yl)-1-(p-chlorophenyl)-5,5-dimethyl-hex-2-en-1,4-dione). The yield is 97.4%. Reaction SMILES: [Cl:1][C:2]1[CH:7]=[CH:6][C:5]([C:8](=[O:23])[CH2:9][C:10]([N:18]2[CH:22]=[N:21][CH:20]=[N:19]2)(O)[C:11](=[O:16])[C:12]([CH3:15])([CH3:14])[CH3:13])=[CH:4][CH:3]=1.C1(C)C=CC(S(Cl)(=O)=O)=CC=1>N1C=CC=CC=1>[N:18]1([C:10]([C:11](=[O:16])[C:12]([CH3:14])([CH3:13])[CH3:15])=[CH:9][C:8]([C:5]2[CH:6]=[CH:7][C:2]([Cl:1])=[CH:3][CH:4]=2)=[O:23])[CH:22]=[N:21][CH:20]=[N:19]1. Procedure: A suspension of the product (16.7 g) of Stage 1 in pyridine (100 ml) was treated with p-toluene sulphonyl chloride (11 g) and shaken vigorously. The mixture was allowed to stand for 8 days with occasional shaking, during which time the solid dissolved and a dark red solution was obtained. The solution was then quenched with 2 N-hydrochloric acid (500 ml) and the resultant solid filtered off, washed with water and dried. Crystallization from petroleum ether gave the title product (15.4 g; 97%), m... Starting materials: C1CCOC1, CCN(C(C)C)C(C)C, CC1(C)Cc2c(c(C(=O)O)cc3nc(Nc4c(F)cccc4Cl)[nH]c23)O1, Nc1ccc(F)cc1C(F)(F)F, O=S(Cl)Cl. Product: CC1(C)Cc2c(c(C(=O)Nc3ccc(F)cc3C(F)(F)F)cc3nc(Nc4c(F)cccc4Cl)[nH]c23)O1. As a reaction SMILES: [CH2:52]1[O:53][CH2:54][CH2:55][CH2:56]1.[CH:43]([N:44]([CH2:45][CH3:46])[CH:47]([CH3:48])[CH3:49])([CH3:50])[CH3:51].[Cl:1][c:2]1[c:3]([NH:9][c:10]2[nH:11][c:12]3[c:13]([n:14]2)[cH:15][c:16]([C:24](=[O:25])[OH:26])[c:17]2[c:18]3[CH2:19][C:20]([CH3:22])([CH3:23])[O:21]2)[c:4]([F:8])[cH:5][cH:6][cH:7]1.[F:31][c:32]1[cH:33][c:34]([C:39]([F:40])([F:41])[F:42])[c:35]([NH2:36])[cH:37][cH:38]1.[S:27]([Cl:28])([Cl:29])=[O:30]>>[Cl:1][c:2]1[c:3]([NH:9][c:10]2[nH:11][c:12]3[c:13]([n:14]2)[cH:15][c:16]([C:24](=[O:26])[NH:36][c:35]2[c:34]([C:39]([F:40])([F:41])[F:42])[cH:33][c:32]([F:31])[cH:38][cH:37]2)[c:17]2[c:18]3[CH2:19][C:20]([CH3:22])([CH3:23])[O:21]2)[c:4]([F:8])[cH:5][cH:6][cH:7]1.